This data is from the Open Reaction Database (ORD), a public repository of structured organic reaction records. The task is: describe an organic reaction: reactants, conditions, products, and yield The reactants are C1(=CC=CC=C1)C(C1=CC=CC=C1)(C1=CC=CC=C1)Cl (triphenylmethyl chloride), O (water), C1(C=2C(C(N1CCCN(CCCC#N)C1CCCC3=CC=CC=C13)=O)=CC=CC2)=O (4-[[(3-phthalimido)propyl](1,2,3,4-tetrahydro-1-naphthyl)amino]butyronitrile), C[Sn](C)(C)N=[N+]=[N-] (trimethyltin azide), solution. Run in C=1(C(=CC=CC1)C)C (xylene). Conditions: time 18 hour. Product: C1(C=2C(C(N1CCCN(CCCC1=NN=NN1C(C1=CC=CC=C1)(C1=CC=CC=C1)C1=CC=CC=C1)C1CCCC3=CC=CC=C13)=O)=CC=CC2)=O (3-[[(3-phthalimido)propyl](1,2,3,4-tetrahydro 1-naphthyl)amino]-1-[1-(triphenylmethyl)tetrazol-5-yl]propane). Isolated yield 21.7%. RXN SMILES: [C:1]1(=[O:30])[N:5]([CH2:6][CH2:7][CH2:8][N:9]([CH:15]2[C:24]3[C:19](=[CH:20][CH:21]=[CH:22][CH:23]=3)[CH2:18][CH2:17][CH2:16]2)[CH2:10][CH2:11][CH2:12][C:13]#[N:14])[C:4](=[O:25])[C:3]2=[CH:26][CH:27]=[CH:28][CH:29]=[C:2]12.C[Sn]([N:35]=[N+:36]=[N-:37])(C)C.[C:38]1([C:44](Cl)([C:51]2[CH:56]=[CH:55][CH:54]=[CH:53][CH:52]=2)[C:45]2[CH:50]=[CH:49][CH:48]=[CH:47][CH:46]=2)[CH:43]=[CH:42][CH:41]=[CH:40][CH:39]=1.O>C1(C)C(C)=CC=CC=1>[C:4]1(=[O:25])[N:5]([CH2:6][CH2:7][CH2:8][N:9]([CH:15]2[C:24]3[C:19](=[CH:20][CH:21]=[CH:22][CH:23]=3)[CH2:18][CH2:17][CH2:16]2)[CH2:10][CH2:11][CH2:12][C:13]2[N:35]([C:44]([C:38]3[CH:43]=[CH:42][CH:41]=[CH:40][CH:39]=3)([C:51]3[CH:52]=[CH:53][CH:54]=[CH:55][CH:56]=3)[C:45]3[CH:46]=[CH:47][CH:48]=[CH:49][CH:50]=3)[N:36]=[N:37][N:14]=2)[C:1](=[O:30])[C:2]2=[CH:29][CH:28]=[CH:27][CH:26]=[C:3]12. Procedure details: To a solution of 4-[[(3-phthalimido)propyl](1,2,3,4-tetrahydro-1-naphthyl)amino]butyronitrile (336 mg, 0.84 mmol) in xylene (5 ml) was added trimethyltin azide (378 mg, 1.84 mmol). The mixture was stirrred at 115° C. for 18 h, and then filtered. The filtrate was concentrated under vacuum to dryness, and the residue was dissolved with 17% THF/CH2Cl2 (2.4 ml). To the solution was added 10 N NAOH solution (107 μl, 1.07 mmol). After srirring at RT for 30 min, triphenylmethyl chloride (297 mg, 1.07 m... Starting materials: C(C)[C@]12C[C@]([C@](C[C@H]2CCC2=CC(=CC=C12)O)(O)C1=NC=CC=C1)(O)C ((2R,3R,4aR,10aR)-4a-Ethyl-3-methyl-2-pyridin-2-yl-1,2,3,4,4a,9,10,10a-octahydrophenanthrene-2,3,7-triol), [N+](=O)([O-])C1=CC=C(C(=O)Cl)C=C1 (p-Nitrobenzoyl chloride), [OH-].[Na+] (sodium hydroxide), C([O-])(O)=O.[Na+] (sodium bicarbonate), Cl (hydrochloric acid). Reaction SMILES: [CH2:1]([C@:3]12[C:16]3[C:11](=[CH:12][C:13]([OH:17])=[CH:14][CH:15]=3)[CH2:10][CH2:9][C@@H:8]1[CH2:7][C@:6]([C:19]1[CH:24]=[CH:23][CH:22]=[CH:21][N:20]=1)([OH:18])[C@:5]([CH3:26])([OH:25])[CH2:4]2)[CH3:2].[N+](C1C=CC(C(Cl)=O)=CC=1)([O-])=[O:28].[OH-].[Na+].C(=O)(O)[O-].[Na+].Cl>CC(C)=O.ClCCl>[CH2:1]([C@:3]12[C:16]3[C:11](=[CH:12][C:13]([OH:17])=[CH:14][CH:15]=3)[C:10](=[O:28])[CH2:9][C@@H:8]1[CH2:7][C@@:6]([OH:18])([C:19]1[CH:24]=[CH:23][CH:22]=[CH:21][N:20]=1)[C@@:5]([OH:25])([CH3:26])[CH2:4]2)[CH3:2] |f:2.3,4.5|. The solvent is CC(=O)C (acetone), ClCCl (dichloromethane). Product: C(C)[C@]12C[C@@]([C@@](C[C@H]2CC(C2=CC(=CC=C12)O)=O)(C1=NC=CC=C1)O)(C)O ((2R,3R,4aR,10aS)-4a-Ethyl-2,3,7-trihydroxy-3-methyl-2-pyridin-2-yl-2,3,4,4a,10,10a-hexahydro-1H-phenanthren-9-one). Reaction conditions: temperature 0 celsius, time 1.5 hour. Reported procedure: A solution of the compound of Example 102 (80 mg, 0.23 mmol) in acetone (15 mL) was cooled to 0° C. p-Nitrobenzoyl chloride (46 mg, 0.25 mmol) and aqueous 1N sodium hydroxide solution were then added. After the mixture was stirred at 0° C. for 1.5 hours, aqueous saturated sodium bicarbonate solution was added. The mixture was extracted with ethyl acetate and the organic layer was washed with brine, dried over magnesium sulfate and concentrated to afford the crude p-nitrobenzoyl ester derivative.... The reactants are CC(C)(C)OC(=O)NCC#Cc1cnc(N)c(-c2nc3ccccc3s2)c1, ClCCl, [Na+], O=C([O-])O, O=C(O)C(F)(F)F. Product: NCC#Cc1cnc(N)c(-c2nc3ccccc3s2)c1. As a reaction SMILES: [C:1]([O:2][C:3](=[O:4])[NH:7][CH2:8][C:9]#[C:10][c:11]1[cH:12][n:13][c:14]([NH2:26])[c:15](-[c:17]2[s:18][c:19]3[c:20]([n:21]2)[cH:22][cH:23][cH:24][cH:25]3)[cH:16]1)([CH3:5])([CH3:6])[CH3:27].[Cl:40][CH2:41][Cl:42].[Na+:39].[O-:35][C:36]([OH:37])=[O:38].[OH:28][C:29]([C:30]([F:31])([F:32])[F:33])=[O:34]>>[NH2:7][CH2:8][C:9]#[C:10][c:11]1[cH:12][n:13][c:14]([NH2:26])[c:15](-[c:17]2[s:18][c:19]3[c:20]([n:21]2)[cH:22][cH:23][cH:24][cH:25]3)[cH:16]1. Reactants: S(=O)(C1=CC=C(C=C1)N)(=O)O.[Na] (sodium sulfanilic acid), C1CC(=O)N(C1=O)OC(=O)ON2C(=O)CCC2=O (N,N′-disuccinimidyl carbonate), C(C)(=O)OCC (ethyl acetate), crude product. Solvent: CS(=O)C (DMSO), CS(=O)C (DMSO), CS(=O)C (DMSO), CS(=O)C (DMSO). Conditions: time 20 hour. Product: S(=O)(=O)(O)C1=CC=C(C=C1)NC(=O)N.[Na] (Sodium 4-sulfophenylurea). Yield: 115.0%. RXN SMILES: [S:1]([OH:11])(=[O:10])([C:3]1[CH:8]=[CH:7][C:6]([NH2:9])=[CH:5][CH:4]=1)=[O:2].[Na:12].C1C(=O)[N:17](OC(ON2C(=O)CCC2=O)=O)[C:15](=[O:16])C1.C(OCC)(=O)C>CS(C)=O>[S:1]([C:3]1[CH:4]=[CH:5][C:6]([NH:9][C:15]([NH2:17])=[O:16])=[CH:7][CH:8]=1)([OH:11])(=[O:10])=[O:2].[Na:12] |f:0.1,5.6,^1:11,54|. Reported procedure: A solution of sodium sulfanilic acid (195 mg; 1 mmol) in dry DMSO (3 ml) was added dropwise to a solution of N,N′-disuccinimidyl carbonate (530 mg; 2 mmol) in dry DMSO (4 ml) and the resulting brownish solution stirred at room temperature for 20 hours. A solution of PAMAM 4.0 (EDA) (75 mg; 0.011 mmol) in dry DMSO (1 ml) added and the solution stirred for a further 18 hours. The solution was then concentrated under high vacuum (10−5 mmHg; 35°) to give a yellowish semi solid. The crude product was...